Task: describe an organic reaction: reactants, conditions, products, and yield. Dataset: the Open Reaction Database (ORD), a public repository of structured organic reaction records The reactants are C[C@@H]1C(NC[C@@H](CN1)C)=O ((3R,6R)-hexahydro-3,6-dimethyl-2H-1,4-diazepin-2-one), C[C@@H]1C(NC[C@@H](CN1)C)=O ((3R,6R)-hexahydro-3,6-dimethyl-2H-1,4-diazepin-2-one), C(C)(C)(C)OC(=O)N[C@@H](CC(=O)O)CC1=C(C=C(C(=C1)F)F)F ((3R)-3-[(tert-butoxycarbonyl)amino]-4-(2,4,5-trifluorophenyl)butanoic acid), C(C)(C)(C)OC(=O)N[C@@H](CC(=O)O)CC1=C(C=C(C(=C1)F)F)F ((3R)-3-[(tert-butoxycarbonyl)amino]-4-(2,4,5-trifluorophenyl)butanoic acid), C=1C=CC2=C(C1)N=NN2O (HOBT), C(CCl)Cl (EDC). Run in C(C)#N (acetonitrile). Reaction conditions: time 1 hour. The product is C(C)(C)(C)OC(=O)N[C@@H](CC(=O)N1[C@@H](C(NC[C@@H](C1)C)=O)C)CC1=C(C=C(C(=C1)F)F)F ((3R,6S)-4-[(3R)-3-[(tert-Butoxycarbonyl)amino]-4-(2,4,5-trifluorophenyl)butanoyl]hexahydro-3,6-dimethyl-2H-1,4-diazepin-2-one). RXN SMILES: [C:1]([O:5][C:6]([NH:8][C@H:9]([CH2:14][C:15]1[CH:20]=[C:19]([F:21])[C:18]([F:22])=[CH:17][C:16]=1[F:23])[CH2:10][C:11]([OH:13])=O)=[O:7])([CH3:4])([CH3:3])[CH3:2].C1C=CC2N(O)N=NC=2C=1.C(Cl)CCl.[CH3:38][C@H:39]1[NH:45][CH2:44][C@@H:43]([CH3:46])[CH2:42][NH:41][C:40]1=[O:47]>C(#N)C>[C:1]([O:5][C:6]([NH:8][C@H:9]([CH2:14][C:15]1[CH:20]=[C:19]([F:21])[C:18]([F:22])=[CH:17][C:16]=1[F:23])[CH2:10][C:11]([N:45]1[CH2:44][C@@H:43]([CH3:46])[CH2:42][NH:41][C:40](=[O:47])[C@H:39]1[CH3:38])=[O:13])=[O:7])([CH3:2])([CH3:3])[CH3:4]. Procedure details: To a stirred solution of (3R)-3-[(tert-butoxycarbonyl)amino]-4-(2,4,5-trifluorophenyl)butanoic acid (Intermediate 3, 120 mg, 0.36 mmol) in acetonitrile (10 mL) was added HOBT (60 mg, 0.43 mmol) and EDC (75 mg, 0.4 mmol). The reaction was stirred at room temperature for 1 h and then treated with (3R,6R)-hexahydro-3,6-dimethyl-2H-1,4-diazepin-2-one (Intermediate 23, 50 mg, 0.35 mmol). The reaction was stirred at room temperature overnight. After removal of solvent, the crude product was purified b... Reactants: C(C)(=O)OC(C)=O (acetic anhydride), NC1=CC=C(C=C1)N(CC1=CC=C(C=C1)Br)N1C=NN=C1 (4-[N-(4-aminophenyl)-N-(4-bromobenzyl)amino]-4H-1,2,4-triazole). Run in N1=CC=CC=C1 (pyridine). Product: C(C)(=O)NC1=CC=C(C=C1)N(CC1=CC=C(C=C1)Br)N1C=NN=C1 (4-[N-(4-acetylaminophenyl)-N-(4-bromobenzyl)amino]-4H-1,2,4-triazole). Reaction SMILES: C(O[C:5](=[O:7])[CH3:6])(=O)C.[NH2:8][C:9]1[CH:14]=[CH:13][C:12]([N:15]([N:24]2[CH:28]=[N:27][N:26]=[CH:25]2)[CH2:16][C:17]2[CH:22]=[CH:21][C:20]([Br:23])=[CH:19][CH:18]=2)=[CH:11][CH:10]=1>N1C=CC=CC=1>[C:5]([NH:8][C:9]1[CH:14]=[CH:13][C:12]([N:15]([N:24]2[CH:25]=[N:26][N:27]=[CH:28]2)[CH2:16][C:17]2[CH:18]=[CH:19][C:20]([Br:23])=[CH:21][CH:22]=2)=[CH:11][CH:10]=1)(=[O:7])[CH3:6]. Procedure: 0.28 Milliliter of acetic anhydride was added to ml of a pyridine solution containing 0.35 g of 4-[N-(4-aminophenyl)-N-(4-bromobenzyl)amino]-4H-1,2,4-triazole at room temperature and the mixture was stirred for about minutes. After reaction, the solvent was removed by distillation under reduced pressure, and a proper amount of an aqueous sodium hydrogen carbonate solution was added to the resulting residue, which was then extracted with ethyl acetate. The ethyl acetate layer was washed with wate... The reactants are CCOC(=O)COc1c(C)cc2cccnc2c1N1CCCNCC1, O=Cc1ccn(-c2ccccc2)n1. The product is CCOC(=O)COc1c(C)cc2cccnc2c1N1CCCN(Cc2ccn(-c3ccccc3)n2)CC1. Reaction SMILES: [CH2:1]([CH3:2])[O:3][C:4]([CH2:5][O:6][c:7]1[c:8]([CH3:24])[cH:9][c:10]2[cH:11][cH:12][cH:13][n:14][c:15]2[c:16]1[N:17]1[CH2:18][CH2:19][NH:20][CH2:21][CH2:22][CH2:23]1)=[O:25].[c:26]1(-[n:32]2[n:33][c:34]([CH:37]=[O:38])[cH:35][cH:36]2)[cH:27][cH:28][cH:29][cH:30][cH:31]1>>[CH2:1]([CH3:2])[O:3][C:4]([CH2:5][O:6][c:7]1[c:8]([CH3:24])[cH:9][c:10]2[cH:11][cH:12][cH:13][n:14][c:15]2[c:16]1[N:17]1[CH2:18][CH2:19][N:20]([CH2:37][c:34]2[n:33][n:32](-[c:26]3[cH:27][cH:28][cH:29][cH:30][cH:31]3)[cH:36][cH:35]2)[CH2:21][CH2:22][CH2:23]1)=[O:25]. Starting materials: S1C(=NC2=C1C=CC=C2)C(C#N)=C(SC)SC (2-benzothiazol-2-yl-3,3-bismethylsulfanylacrylonitrile), C(C1=CC=CC=C1)N (benzylamine), O.NN (Hydrazine hydrate). The solvent is C(C)O (ethanol). The product is S1C(=NC2=C1C=CC=C2)C=2C(=NNC2NCC2=CC=CC=C2)N (4-Benzothiazol-2-yl-N5-benzyl-1H-pyrazole-3,5-diamine). The yield is 52.9%. As a reaction SMILES: [S:1]1[C:5]2[CH:6]=[CH:7][CH:8]=[CH:9][C:4]=2[N:3]=[C:2]1[C:10](=[C:13](SC)SC)[C:11]#[N:12].[CH2:18]([NH2:25])[C:19]1[CH:24]=[CH:23][CH:22]=[CH:21][CH:20]=1.O.[NH2:27][NH2:28]>C(O)C>[S:1]1[C:5]2[CH:6]=[CH:7][CH:8]=[CH:9][C:4]=2[N:3]=[C:2]1[C:10]1[C:11]([NH2:12])=[N:27][NH:28][C:13]=1[NH:25][CH2:18][C:19]1[CH:24]=[CH:23][CH:22]=[CH:21][CH:20]=1 |f:2.3|. Procedure: A solution of 2-benzothiazol-2-yl-3,3-bismethylsulfanylacrylonitrile (200 mg, 0.73 mmol) and benzylamine (160 mg, 1.5 mmol) in 50 mL of ethanol was heated to reflux for 90 minutes. Hydrazine hydrate (35 μL, 1.0 mmol) was then added to the reaction mixture. The solution was heated to reflux until the reaction was complete as determined by TLC analysis. The reaction solution was allowed to cool to room temperature and the title compound (124 mg) was isolated by filtration, washed with ethanol and ... Starting materials: CCCCc1cc2cc([N+](=O)[O-])ccc2[nH]1, O=C(Cl)c1ccc(OCCCCl)cc1, CC(Cl)Cl, Cl. Yields the product CCCCc1[nH]c2ccc([N+](=O)[O-])cc2c1C(=O)c1ccc(OCCCCl)cc1. RXN SMILES: [CH2:1]([CH2:2][CH2:3][CH3:4])[c:5]1[nH:6][c:7]2[cH:8][cH:9][c:10]([N+:14](=[O:15])[O-:16])[cH:11][c:12]2[cH:13]1.[Cl:17][CH2:18][CH2:19][CH2:20][O:21][c:22]1[cH:23][cH:24][c:25]([C:26](=[O:27])[Cl:28])[cH:29][cH:30]1.[Cl:32][CH:33]([Cl:34])[CH3:35].[ClH:31]>>[CH2:1]([CH2:2][CH2:3][CH3:4])[c:5]1[nH:6][c:7]2[cH:8][cH:9][c:10]([N+:14](=[O:15])[O-:16])[cH:11][c:12]2[c:13]1[C:26]([c:25]1[cH:24][cH:23][c:22]([O:21][CH2:20][CH2:19][CH2:18][Cl:17])[cH:30][cH:29]1)=[O:27]. The reactants are ClC1=CC=C(C=C1)I (1-chloro-4-iodo-benzene), C(C)OC(=O)C=1N=C(SC1)CN(C(C#CC1=CC=CC=C1)=O)C1=CC=CC=C1 (2-{[phenyl-(3-phenyl-propynoyl)-amino]-methyl}-thiazole-4-carboxylic acid ethyl ester). The product is C(C)OC(=O)C=1N=C(SC1)CN1C(/C(/C2=CC=CC=C12)=C(\C1=CC=CC=C1)/C1=CC=C(C=C1)Cl)=O (2-{3-[1-(4-Chloro-phenyl)-1-phenyl-meth-(E)-ylidene]-2-oxo-2,3-dihydro-indol-1-ylmethyl}-thiazole-4-carboxylic acid ethyl ester). As a reaction SMILES: [Cl:1][C:2]1[CH:7]=[CH:6][C:5](I)=[CH:4][CH:3]=1.[CH2:9]([O:11][C:12]([C:14]1[N:15]=[C:16]([CH2:19][N:20]([C:31]2[CH:36]=[CH:35][CH:34]=[CH:33][CH:32]=2)[C:21](=[O:30])[C:22]#[C:23][C:24]2[CH:29]=[CH:28][CH:27]=[CH:26][CH:25]=2)[S:17][CH:18]=1)=[O:13])[CH3:10]>>[CH2:9]([O:11][C:12]([C:14]1[N:15]=[C:16]([CH2:19][N:20]2[C:31]3[C:36](=[CH:35][CH:34]=[CH:33][CH:32]=3)/[C:22](=[C:23](\[C:5]3[CH:6]=[CH:7][C:2]([Cl:1])=[CH:3][CH:4]=3)/[C:24]3[CH:25]=[CH:26][CH:27]=[CH:28][CH:29]=3)/[C:21]2=[O:30])[S:17][CH:18]=1)=[O:13])[CH3:10]. Procedure: The title compound was prepared in analogy to Example 5 starting from 1-chloro-4-iodo-benzene (commercially available) and 2-{[phenyl-(3-phenyl-propynoyl)-amino]-methyl}-thiazole-4-carboxylic acid ethyl ester. 1H NMR (300 Hz, CDCl3): δppm 1.39 (t, 3H), 4.44 (q, 2H), 5.27 (s, 2H), 6.58 (d, 1H), 6.78 (t, 1H), 6.88 (d, 1H), 7.13 (t, 1H), 7.31-7.43 (m, 9H), 8.10 (s, 1H). Starting materials: C1=CC=CC=C1 (benzene), BrC(C(=O)OCC)C (Ethyl bromopropionate), 12, C1(=CC=CC=C1)S(=O)(=O)C=1C=C2CCCC(C2=CC1)=O (6-benzenesulfonyl-3,4-dihydro-2H-naphthalen-1-one). The reagents and catalysts are [Zn] (Zinc). Run in O (water). Reaction conditions: time 10 minute. Yields the product COC(CC1(CCCC2=CC(=CC=C12)S(=O)(=O)C1=CC=CC=C1)O)=O ((6-benzenesulfonyl-1-hydroxy-1,2,3,4-tetrahydro-naphthalen-1-yl)-acetic acid methyl ester). As a reaction SMILES: C1C=CC=CC=1.[C:7]1([S:13]([C:16]2[CH:17]=[C:18]3[C:23](=[CH:24][CH:25]=2)[C:22](=[O:26])[CH2:21][CH2:20][CH2:19]3)(=[O:15])=[O:14])[CH:12]=[CH:11][CH:10]=[CH:9][CH:8]=1.Br[CH:28](C)[C:29]([O:31][CH2:32]C)=[O:30]>O.[Zn]>[CH3:32][O:31][C:29](=[O:30])[CH2:28][C:22]1([OH:26])[C:23]2[C:18](=[CH:17][C:16]([S:13]([C:7]3[CH:8]=[CH:9][CH:10]=[CH:11][CH:12]=3)(=[O:15])=[O:14])=[CH:25][CH:24]=2)[CH2:19][CH2:20][CH2:21]1. Procedure details: A solution/suspension of anhydrous benzene (25 mL), powdered Zinc metal (0.505 g, 7.72 mmol), 12 (0.01 g) and 6-benzenesulfonyl-3,4-dihydro-2H-naphthalen-1-one was stirred for 10 minutes at room temperature. Ethyl bromopropionate (0.784 mL, 1.18 g, 7.07 mmol) was added and the reaction mixture was heated to reflux for 2.5 hours. The reaction mixture was allowed to cool, diluted with 300 mL of water and extracted twice with 250 mL of EtOAc. The combined organic layers were washed with water and s... Starting materials: CN(CC1CN(C(=O)OC(C)(C)C)C1)C1COC1, ClCCl, O=C(O)C(F)(F)F. Yields the product CN(CC1CNC1)C1COC1. RXN SMILES: [C:8]([O:9][C:10](=[O:11])[N:15]1[CH2:16][CH:17]([CH2:19][N:20]([CH:21]2[CH2:22][O:23][CH2:24]2)[CH3:25])[CH2:18]1)([CH3:12])([CH3:13])[CH3:14].[Cl:26][CH2:27][Cl:28].[OH:1][C:2]([C:3]([F:4])([F:5])[F:6])=[O:7]>>[NH:15]1[CH2:16][CH:17]([CH2:19][N:20]([CH:21]2[CH2:22][O:23][CH2:24]2)[CH3:25])[CH2:18]1. The reactants are C(C)(=O)N[C@@H](CSSC[C@@H](C(=O)O)NC(C)=O)C(=O)O (N,N'-diacetyl-L-cystine), N1CCNCC1 (piperazine). Solvent: O (water). Product: [NH2+]1CCNCC1.C(C)(=O)N[C@@H](CSSC[C@@H](C(=O)[O-])NC(C)=O)C(=O)[O-] (Piperazinium N,N'-diacetyl-L-cystinate). Reaction SMILES: [C:1]([NH:4][C@H:5]([C:18]([OH:20])=[O:19])[CH2:6][S:7][S:8][CH2:9][C@H:10]([NH:14][C:15](=[O:17])[CH3:16])[C:11]([OH:13])=[O:12])(=[O:3])[CH3:2].[NH:21]1[CH2:26][CH2:25][NH:24][CH2:23][CH2:22]1>O>[NH2+:21]1[CH2:26][CH2:25][NH:24][CH2:23][CH2:22]1.[C:15]([NH:14][C@H:10]([C:11]([O-:13])=[O:12])[CH2:9][S:8][S:7][CH2:6][C@H:5]([NH:4][C:1](=[O:3])[CH3:2])[C:18]([O-:20])=[O:19])(=[O:17])[CH3:16] |f:3.4|. Procedure details: To N,N'-diacetyl-L-cystine (4.60 mmole, 1.49 g) dissolved in 5 mL of water was added piperazine (4.60 mmole, 0.90 g). To the solution was added enough isopropanole to cause formation of an oil, which slowly solidifies. The salt was isolated and dried. Starting materials: C(#N)C1(CC1)C=1C=C(C(=O)Cl)C=CC1 (3-(1-cyanocyclopropyl)benzoyl chloride), NC=1C=C(OC=2C=CC=3N(C2)N=C(N3)NC(=O)C3CC3)C=CC1 (N-[6-(3-aminophenoxy)[1,2,4]triazolo[1,5-a]pyridin-2-yl]cyclopropanecarboxamide). The solvent is CN(C(C)=O)C (N,N-dimethylacetamide), C(C)(=O)OCC (ethyl acetate). Conditions: time 8 hour. The product is C(#N)C1(CC1)C=1C=C(C(=O)NC2=CC(=CC=C2)OC=2C=CC=3N(C2)N=C(N3)NC(=O)C3CC3)C=CC1 (3-(1-cyanocyclopropyl)-N-[3-({2-[(cyclopropylcarbonyl)amino][1,2,4]triazolo[1,5-a]pyridin-6-yl}oxy)phenyl]benzamide). Yield: 63.0%. Reaction SMILES: [C:1]([C:3]1([C:6]2[CH:7]=[C:8]([CH:12]=[CH:13][CH:14]=2)[C:9](Cl)=[O:10])[CH2:5][CH2:4]1)#[N:2].[NH2:15][C:16]1[CH:17]=[C:18]([CH:35]=[CH:36][CH:37]=1)[O:19][C:20]1[CH:21]=[CH:22][C:23]2[N:24]([N:26]=[C:27]([NH:29][C:30]([CH:32]3[CH2:34][CH2:33]3)=[O:31])[N:28]=2)[CH:25]=1>CN(C)C(=O)C.C(OCC)(=O)C>[C:1]([C:3]1([C:6]2[CH:7]=[C:8]([CH:12]=[CH:13][CH:14]=2)[C:9]([NH:15][C:16]2[CH:37]=[CH:36][CH:35]=[C:18]([O:19][C:20]3[CH:21]=[CH:22][C:23]4[N:24]([N:26]=[C:27]([NH:29][C:30]([CH:32]5[CH2:33][CH2:34]5)=[O:31])[N:28]=4)[CH:25]=3)[CH:17]=2)=[O:10])[CH2:5][CH2:4]1)#[N:2]. Procedure details: To a solution of 3-(1-cyanocyclopropyl)benzoyl chloride synthesized above in N,N-dimethylacetamide (5.0 mL) was added N-[6-(3-aminophenoxy)[1,2,4]triazolo[1,5-a]pyridin-2-yl]cyclopropanecarboxamide (150 mg, 0.485 mmol) produced in Example B2(vii), and the mixture was stirred at room temperature for 8 hr. The reaction mixture was diluted with ethyl acetate (100 mL), washed with 5% aqueous sodium hydrogen carbonate solution (50 mL) and saturated brine (50 mL), and dried over anhydrous sodium sulfa...